From a dataset of the Open Reaction Database (ORD), a public repository of structured organic reaction records. describe an organic reaction: reactants, conditions, products, and yield Yields the product FC(C1=CC=C(C=C1)CN1CC=2C=3NC(C(NC3C=CC2CC1)=O)=O)(F)F (1,4,7,8,9,10-Hexahydro-9-[[4-(trifluoromethyl)phenyl]methyl]pyrido[3,4-f]quinoxaline-2,3-dione). Run in Cl (HCl). As a reaction SMILES: [F:1][C:2]([F:23])([F:22])[C:3]1[CH:8]=[CH:7][C:6]([CH2:9][N:10]2[CH2:19][CH2:18][C:17]3[C:12](=[C:13]([NH2:21])[C:14]([NH2:20])=[CH:15][CH:16]=3)[CH2:11]2)=[CH:5][CH:4]=1.[C:24](O)(=[O:28])[C:25](O)=[O:26]>Cl>[F:23][C:2]([F:22])([F:1])[C:3]1[CH:4]=[CH:5][C:6]([CH2:9][N:10]2[CH2:19][CH2:18][C:17]3[CH:16]=[CH:15][C:14]4[NH:20][C:25](=[O:26])[C:24](=[O:28])[NH:21][C:13]=4[C:12]=3[CH2:11]2)=[CH:7][CH:8]=1. Reported procedure: A solution of the product from Example 16 (0.53 g, 1.32 mmol) in 3N HCl (50 mL) was treated with oxalic acid (0.25 g, 1.98 mmol) and refluxed for four hours. After cooling to room temperature, the precipitate was filtered, suspended in water (70 mL), heated to 80° C. and basifyed to pH 8. The solids were filtered, and dried to give the title compound in two crops [125 mg, mp=293-297° C. (dec.)] and [33 mg, mp=263-266° C. (dec.)] yielding 34%. Reactants: FC(C1=CC=C(C=C1)CN1CC2=C(C(=CC=C2CC1)N)N)(F)F (1,2,3,4-Tetrahydro-2-[[4-(trifluoromethyl)phenyl]methyl]-7, 8-isoquinolinediamine), C(C(=O)O)(=O)O (oxalic acid). Reaction SMILES: [C:39](=[O:40])([O-:41])[OH:42].[CH3:32][N:33]1[CH2:34][CH2:35][CH2:36][C:37]1=[O:38].[Cl:16][c:17]1[cH:18][c:19]([NH2:20])[cH:21][cH:22][c:23]1[O:24][CH2:25][c:26]1[n:27][cH:28][cH:29][cH:30][cH:31]1.[Cl:1][c:2]1[c:3]2[c:4]([n:5][cH:6][n:7]1)[cH:8][c:9](-[c:11]1[o:12][cH:13][cH:14][cH:15]1)[nH:10]2.[Na+:43].[OH2:44]>>[c:2]1([NH:20][c:19]2[cH:18][c:17]([Cl:16])[c:23]([O:24][CH2:25][c:26]3[n:27][cH:28][cH:29][cH:30][cH:31]3)[cH:22][cH:21]2)[c:3]2[c:4]([n:5][cH:6][n:7]1)[cH:8][c:9](-[c:11]1[o:12][cH:13][cH:14][cH:15]1)[nH:10]2. Product: Clc1cc(Nc2ncnc3cc(-c4ccco4)[nH]c23)ccc1OCc1ccccn1. The reactants are O=C([O-])O, CN1CCCC1=O, Nc1ccc(OCc2ccccn2)c(Cl)c1, Clc1ncnc2cc(-c3ccco3)[nH]c12, [Na+], O.